From a dataset of the Open Reaction Database (ORD), a public repository of structured organic reaction records. describe an organic reaction: reactants, conditions, products, and yield Starting materials: ClC1=CC=C2C(=N1)N(C=C2)C(=O)C2=CC=CC=C2 (6-chloro-pyrrolo[2,3-b]pyridin-1-yl-phenyl-methanone), [OH-].[Na+] (NaOH), C(C)(=O)OCC (ethyl acetate). Solvent: CO (MeOH), CO (MeOH). Yields the product ClC1=CC=C2C(=N1)NC=C2 (6-chloro-1H-pyrrolo[2,3-b]pyridine). As a reaction SMILES: [Cl:1][C:2]1[N:7]=[C:6]2[N:8](C(C3C=CC=CC=3)=O)[CH:9]=[CH:10][C:5]2=[CH:4][CH:3]=1.[OH-].[Na+].C(OCC)(=O)C>CO>[Cl:1][C:2]1[N:7]=[C:6]2[NH:8][CH:9]=[CH:10][C:5]2=[CH:4][CH:3]=1 |f:1.2|. Procedure details: A solution of (Intermediate C3) (3.12 mmol) in MeOH (90 mL) was treated with 1 M NaOH (30 mL) at rt for 18 h. The solution was freed of MeOH under reduced pressure and ethyl acetate was added to the aqueous layer. The aqueous layer was extracted with ethyl acetate and the combined organic layers were washed with sat. NaHCO3, and dried over Na2SO4. The mixture was filtered and the solvent was evaporated to give a solid 6-chloro-1H-pyrrolo[2,3-b]pyridine (Intermediate C4). Reactants: ClC=1C=C(C=C(C1)Cl)C1(CC(=NO1)C1=CC(=C(C(=O)O)C=C1)F)C(F)(F)F (4-[5-(3,5-dichlorophenyl)-5-trifluoromethyl-4,5-dihydroisoxazole-3-yl]-2-fluoro benzoic acid). The reagents and catalysts are CN(C=O)C (N,N-dimethylformamide). The solvent is ClCCl (dichloromethane), C(C(=O)Cl)(=O)Cl (oxalyl chloride). Run at time 10 minute. Yields the product C(C1=CC=CC=C1)NC(C1=C(C=C(C=C1)C1=NOC(C1)(C(F)(F)F)C1=CC(=CC(=C1)Cl)Cl)F)=O (N-benzyl-4-[5-(3,5-dichlorophenyl)-5-trifluoromethyl-4,5-dihydroisoxazole-3-yl]-2-fluoro benzoic acid amide). Isolated yield 154.1%. As a reaction SMILES: [Cl:1][C:2]1[CH:3]=[C:4]([C:9]2([C:24]([F:27])([F:26])[F:25])[O:13][N:12]=[C:11]([C:14]3[CH:22]=[CH:21][C:17]([C:18]([OH:20])=O)=[C:16]([F:23])[CH:15]=3)[CH2:10]2)[CH:5]=[C:6]([Cl:8])[CH:7]=1>ClCCl.C(Cl)(=O)C(Cl)=O.CN(C)C=O>[CH2:11]([NH:12][C:18](=[O:20])[C:17]1[CH:21]=[CH:22][C:14]([C:11]2[CH2:10][C:9]([C:4]3[CH:5]=[C:6]([Cl:8])[CH:7]=[C:2]([Cl:1])[CH:3]=3)([C:24]([F:27])([F:26])[F:25])[O:13][N:12]=2)=[CH:15][C:16]=1[F:23])[C:14]1[CH:22]=[CH:21][CH:17]=[CH:16][CH:15]=1. Procedure: In a solution of 0.15 g of 4-[5-(3,5-dichlorophenyl)-5-trifluoromethyl-4,5-dihydroisoxazole-3-yl]-2-fluoro benzoic acid in 10 ml of dichloromethane, 0.3 ml of oxalyl chloride and 2 drops of N,N-dimethylformamide were added at room temperature, and stirred at the same temperature for 10 minutes. After the completion of the reaction, the solvent was distilled off under reduced pressure, the remaining white solid was dissolved in 10 ml of chloroform, and 0.3 ml of benzylamine and then 0.3 ml of tri...